This data is from the Open Reaction Database (ORD), a public repository of structured organic reaction records. The task is: describe an organic reaction: reactants, conditions, products, and yield The reactants are C(C)OC(C(C(=O)O)CCOCCCC1CCCCC1)=O (2-(3-cyclohexylpropyloxy)-ethylmalonic acid ethyl ester), C=O (paraformaldehyde), N1CCCCC1 (piperidine). The solvent is N1=CC=CC=C1 (pyridine). Product: C(C)OC(C(CCOCCCC1CCCCC1)=C)=O (4-(3-cyclohexylpropyloxy)-2-methylenebutyric acid ethyl ester). Reaction SMILES: [CH2:1]([O:3][C:4](=[O:21])[CH:5]([CH2:9][CH2:10][O:11][CH2:12][CH2:13][CH2:14][CH:15]1[CH2:20][CH2:19][CH2:18][CH2:17][CH2:16]1)[C:6](O)=O)[CH3:2].C=O.N1CCCCC1>N1C=CC=CC=1>[CH2:1]([O:3][C:4](=[O:21])[C:5](=[CH2:6])[CH2:9][CH2:10][O:11][CH2:12][CH2:13][CH2:14][CH:15]1[CH2:16][CH2:17][CH2:18][CH2:19][CH2:20]1)[CH3:2]. Procedure details: 82.3 g of 4-(3-cyclohexylpropyloxy)-2-methylenebutyric acid ethyl ester, in the form of a colourless oil, which is purified by chromatography on silica gel (migrating agent: chloroform), are obtained by the procedure described in Example (1b) from 103.6 g of 2-(3-cyclohexylpropyloxy)-ethylmalonic acid ethyl ester, 11 g of paraformaldehyde, 105 ml of pyridine and 2.9 g of piperidine.